Dataset: the Open Reaction Database (ORD), a public repository of structured organic reaction records. Task: describe an organic reaction: reactants, conditions, products, and yield Starting materials: C(C)OC(CN1N=CC(=C1)S)=O ((4-mercapto-pyrazol-1-yl)-acetic acid ethyl ester), ClCC(C)=O (chloroacetone). Product: C(C)OC(CN1N=CC(=C1)SCC(C)=O)=O ([4-(2-Oxo-propylsulfanyl)-pyrazol-1-yl]acetic acid ethyl ester). Reaction SMILES: [CH2:1]([O:3][C:4](=[O:12])[CH2:5][N:6]1[CH:10]=[C:9]([SH:11])[CH:8]=[N:7]1)[CH3:2].Cl[CH2:14][C:15](=[O:17])[CH3:16]>>[CH2:1]([O:3][C:4](=[O:12])[CH2:5][N:6]1[CH:10]=[C:9]([S:11][CH2:14][C:15](=[O:17])[CH3:16])[CH:8]=[N:7]1)[CH3:2]. Procedure details: Prepared according to the procedure described in Example 1, Step 3, using the following starting materials: (4-mercapto-pyrazol-1-yl)-acetic acid ethyl ester and chloroacetone.